From a dataset of the Open Reaction Database (ORD), a public repository of structured organic reaction records. describe an organic reaction: reactants, conditions, products, and yield Starting materials: CC1=CC=C(C=C1)S(=O)(=O)OCC(COC(C)=O)C1=CC=C(C=C1)Br ((+)-3-acetoxy-2-(4-bromophenyl)propyl 4-methylbenzene-sulfonate), C1(=CC=CC=C1)[C@@H](C)N ((R)-(+)-1-phenylethylamine). Solvent: CN(C=O)C (N,N-dimethylformamide). Reaction conditions: temperature 120 celsius, time 7 hour. Product: C(C)(=O)OCC(CN[C@H](C)C1=CC=CC=C1)C1=CC=C(C=C1)Br (3-((R)-1-phenylethylamino)-2-(4-bromophenyl)propyl acetate). The yield is 40.5%. As a reaction SMILES: CC1C=CC(S(O[CH2:12][CH:13]([C:19]2[CH:24]=[CH:23][C:22]([Br:25])=[CH:21][CH:20]=2)[CH2:14][O:15][C:16](=[O:18])[CH3:17])(=O)=O)=CC=1.[C:26]1([C@H:32]([NH2:34])[CH3:33])[CH:31]=[CH:30][CH:29]=[CH:28][CH:27]=1>CN(C)C=O>[C:16]([O:15][CH2:14][CH:13]([C:19]1[CH:20]=[CH:21][C:22]([Br:25])=[CH:23][CH:24]=1)[CH2:12][NH:34][C@@H:32]([C:26]1[CH:31]=[CH:30][CH:29]=[CH:28][CH:27]=1)[CH3:33])(=[O:18])[CH3:17]. Procedure: To a solution of (+)-3-acetoxy-2-(4-bromophenyl)propyl 4-methylbenzene-sulfonate (8.00 g, 18.7 mmol) in N,N-dimethylformamide (94.0 ml) was added (R)-(+)-1-phenylethylamine(11.3 g, 93.2 mmol) at room temperature. The mixture was stirred at 120° C. for 7 hours and concentrated in vacuo. The residue was partitioned between water and ethyl acetate. The organic layer was washed with brine, dried over sodium sulfate, and concentrated in vacuo. The residue was purified by silica gel column chromatogra... Reactants: C(C1=CC=CC=C1)OC(CC1CN=C(O1)C(CC(C)C)NC(CC1=CC=C(C=C1)NC(=O)NC1=C(C=CC=C1)C)=O)=O ([2-(3-methyl-1-{2-[4-(3-o-tolyl-ureido)-phenyl]-acetylamino}-butyl)-4,5-dihydro-oxazol-5-yl]-acetic acid benzyl ester). The reagents and catalysts are [OH-].[Pd+2].[OH-] (palladium hydroxide). The solvent is C1CCOC1 (THF), CO (MeOH). Conditions: time 2 hour. The product is CC(CC(NC(CC1=CC=C(C=C1)NC(=O)NC1=C(C=CC=C1)C)=O)C=1OC(CN1)CC(=O)O)C ([2-(3-Methyl-1-{2-[4-(3-o-tolyl-ureido)-phenyl]-acetylamino}-butyl)-4,5-dihydro-oxazol-5-yl]-acetic acid). Isolated yield 92.0%. Reaction SMILES: C([O:8][C:9](=[O:42])[CH2:10][CH:11]1[O:15][C:14]([CH:16]([NH:21][C:22](=[O:41])[CH2:23][C:24]2[CH:29]=[CH:28][C:27]([NH:30][C:31]([NH:33][C:34]3[CH:39]=[CH:38][CH:37]=[CH:36][C:35]=3[CH3:40])=[O:32])=[CH:26][CH:25]=2)[CH2:17][CH:18]([CH3:20])[CH3:19])=[N:13][CH2:12]1)C1C=CC=CC=1>C1COCC1.CO.[OH-].[Pd+2].[OH-]>[CH3:19][CH:18]([CH3:20])[CH2:17][CH:16]([C:14]1[O:15][CH:11]([CH2:10][C:9]([OH:42])=[O:8])[CH2:12][N:13]=1)[NH:21][C:22](=[O:41])[CH2:23][C:24]1[CH:29]=[CH:28][C:27]([NH:30][C:31]([NH:33][C:34]2[CH:39]=[CH:38][CH:37]=[CH:36][C:35]=2[CH3:40])=[O:32])=[CH:26][CH:25]=1 |f:3.4.5|. Procedure details: A mixture of [2-(3-methyl-1-{2-[4-(3-o-tolyl-ureido)-phenyl]-acetylamino}-butyl)-4,5-dihydro-oxazol-5-yl]-acetic acid benzyl ester (120 mg) and palladium hydroxide (40 mg) in 10 ml of THF and 10 ml of MeOH was shaken on a Parr Apparatus under 30 p.s.i. H2 for 2 h. The mixture was filtered through Celite and the filtrate concentrated under reduced pressure. The residue was suspended in EtOAc and concentrated under reduced pressure. Trituration with hot EtOAc gave 93 mg of the title compound as a ... Starting materials: ice water, BrCC(=O)OCC (ethyl bromoacetate), [H-].[Na+] (sodium hydride), CN(C=O)C (dimethylformamide), CC=1C(NC(=NC1C)C1=CC=CC=C1)=O (5,6-dimethyl-2-phenyl-4(3H)-pyrimidinone). Run in C(Cl)(Cl)Cl (chloroform). Run at temperature 0 celsius, time 30 minute. Yields the product CC=1C(=NC(=NC1C)C1=CC=CC=C1)OCC(=O)OCC (ethyl 2-(5,6-dimethyl-2-phenyl-4-pyrimidinyloxy)acetate). Isolated yield 86.7%. Reaction SMILES: [H-].[Na+].CN(C)C=O.[CH3:8][C:9]1[C:10](=[O:22])[NH:11][C:12]([C:16]2[CH:21]=[CH:20][CH:19]=[CH:18][CH:17]=2)=[N:13][C:14]=1[CH3:15].Br[CH2:24][C:25]([O:27][CH2:28][CH3:29])=[O:26]>C(Cl)(Cl)Cl>[CH3:8][C:9]1[C:10]([O:22][CH2:24][C:25]([O:27][CH2:28][CH3:29])=[O:26])=[N:11][C:12]([C:16]2[CH:17]=[CH:18][CH:19]=[CH:20][CH:21]=2)=[N:13][C:14]=1[CH3:15] |f:0.1|. Procedure: To a mixture of sodium hydride (about 60% oily, 1.0 g) and dimethylformamide (80 ml) is added 5,6-dimethyl-2-phenyl-4(3H)-pyrimidinone (5.0 g) while the temperature of the mixture is kept at 0-5° C., and the mixture is stirred at 0° C. for 30 minutes. To the mixture is added dropwise ethyl bromoacetate (4.2 g) at the same temperature. After addition, the mixture is stirred at 80° C. for three hours, and thereto are added ice-water and chloroform. The chloroform layer is collected by filtration, ... Reactants: C(C)(C)N(CCOC1=CC=C(CNC2=C(C=CC(=C2)OC)C2CC3=CC=C(C=C3CC2)OC)C=C1)C(C)C ([4-(2-diisopropylaminoethoxy)benzyl][5-methoxy-2-(6-methoxy-1,2,3,4-tetrahydronaphthalen-2-yl)phenyl]amine), C(C)(C)N(CCOC1=CC=C(CNC=2C=C(C=CC2C2CC3=CC=C(C=C3CC2)OC)O)C=C1)C(C)C (3-[4-(2-diisopropylaminoethoxy)benzylamino]-4-(6-methoxy-1,2,3,4-tetrahydronaphthalen-2-yl)phenol). Product: C(C)(C)N(CCOC1=CC=C(CNC2=C(C=CC(=C2)O)C2CC=3C=CC(=CC3CC2)O)C=C1)C(C)C (6-{2-[4-(2-diisopropylaminoethoxy)benzylamino]-4-hydroxyphenyl}-5,6,7,8-tetrahydronaphthalen-2-ol). The yield is 43.8%. As a reaction SMILES: [CH:1]([N:4]([CH:36]([CH3:38])[CH3:37])[CH2:5][CH2:6][O:7][C:8]1[CH:35]=[CH:34][C:11]([CH2:12][NH:13][C:14]2[CH:19]=[C:18]([O:20]C)[CH:17]=[CH:16][C:15]=2[CH:22]2[CH2:31][CH2:30][C:29]3[C:24](=[CH:25][CH:26]=[C:27]([O:32]C)[CH:28]=3)[CH2:23]2)=[CH:10][CH:9]=1)([CH3:3])[CH3:2].C(N(C(C)C)CCOC1C=CC(CNC2C=C(O)C=CC=2C2CCC3C(=CC=C(OC)C=3)C2)=CC=1)(C)C>>[CH:36]([N:4]([CH:1]([CH3:3])[CH3:2])[CH2:5][CH2:6][O:7][C:8]1[CH:35]=[CH:34][C:11]([CH2:12][NH:13][C:14]2[CH:19]=[C:18]([OH:20])[CH:17]=[CH:16][C:15]=2[CH:22]2[CH2:31][CH2:30][C:29]3[CH:28]=[C:27]([OH:32])[CH:26]=[CH:25][C:24]=3[CH2:23]2)=[CH:10][CH:9]=1)([CH3:37])[CH3:38]. Procedure: Synthesized from [4-(2-diisopropylaminoethoxy)benzyl][5-methoxy-2-(6-methoxy-1,2,3,4-tetrahydronaphthalen-2-yl)phenyl]amine (70 mg) according to an analogous synthetic method to Example 111, 3-[4-(2-diisopropylaminoethoxy)benzylamino]-4-(6-methoxy-1,2,3,4-tetrahydronaphthalen-2-yl)phenol (25 mg) and 6-{2-[4-(2-diisopropylaminoethoxy)benzylamino]-4-hydroxyphenyl}-5,6,7,8-tetrahydronaphthalen-2-ol (29 mg) were obtained. 3-[4-(2-Diisopropylaminoethoxy)benzylamino]-4-(6-methoxy-1,2,3,4-tetrahydronap... Reactants: ClC=1C=C(C=CC1Cl)S(=O)(=O)N1[C@@H](C(NC=C1)=O)CC#C ((R)-4-(3,4-dichlorophenylsulfonyl)-3-(prop-2-ynyl)-3,4-dihydropyrazin-2(1H)-one), N(=[N+]=[N-])[C@@H]1CCCC2=C1C=C1CCN(CC1=C2)C(C(F)(F)F)=O ((R)-1-(6-azido-3,4,6,7,8,9-hexahydrobenzo[g]isoquinolin-2(1H)-yl)-2,2,2-trifluoroethanone), O=C1C(O)=C([O-])[C@H](O1)[C@@H](O)CO.[Na+] ((+)-sodium l-ascorbate). The reagents and catalysts are O.O.O.O.O.S(=O)(=O)([O-])[O-].[Cu+2] (copper(2+) sulfate, pentahydrate). Run in O1CCOCC1 (dioxane), CC(C)(C)O (t-BuOH), O (water), O (water). Yields the product ClC=1C=C(C=CC1Cl)S(=O)(=O)N1[C@@H](C(NC=C1)=O)CC=1N=NN(C1)[C@@H]1CCCC2=C1C=C1CCN(CC1=C2)C(C(F)(F)F)=O ((R)-4-(3,4-dichlorophenylsulfonyl)-3-((1-((R)-2-(2,2,2-trifluoroacetyl)-1,2,3,4,6,7,8,9-octahydrobenzo[g]isoquinolin-6-yl)-1H-1,2,3-triazol-4-yl)methyl)-3,4-dihydropyrazin-2(1H)-one). Reaction SMILES: [Cl:1][C:2]1[CH:3]=[C:4]([S:9]([N:12]2[CH:17]=[CH:16][NH:15][C:14](=[O:18])[C@H:13]2[CH2:19][C:20]#[CH:21])(=[O:11])=[O:10])[CH:5]=[CH:6][C:7]=1[Cl:8].[N:22]([C@H:25]1[C:30]2[CH:31]=[C:32]3[C:37](=[CH:38][C:29]=2[CH2:28][CH2:27][CH2:26]1)[CH2:36][N:35]([C:39](=[O:44])[C:40]([F:43])([F:42])[F:41])[CH2:34][CH2:33]3)=[N+:23]=[N-:24].O=C1O[C@H]([C@H](CO)O)C([O-])=C1O.[Na+]>O1CCOCC1.CC(O)(C)C.O.O.O.O.O.O.S([O-])([O-])(=O)=O.[Cu+2]>[Cl:1][C:2]1[CH:3]=[C:4]([S:9]([N:12]2[CH:17]=[CH:16][NH:15][C:14](=[O:18])[C@H:13]2[CH2:19][C:20]2[N:24]=[N:23][N:22]([C@H:25]3[C:30]4[CH:31]=[C:32]5[C:37](=[CH:38][C:29]=4[CH2:28][CH2:27][CH2:26]3)[CH2:36][N:35]([C:39](=[O:44])[C:40]([F:41])([F:43])[F:42])[CH2:34][CH2:33]5)[CH:21]=2)(=[O:11])=[O:10])[CH:5]=[CH:6][C:7]=1[Cl:8] |f:2.3,7.8.9.10.11.12.13|. Procedure details: To a solution of (R)-4-(3,4-dichlorophenylsulfonyl)-3-(prop-2-ynyl)-3,4-dihydropyrazin-2(1H)-one (345 mg, 1 mmol) and (R)-1-(6-azido-3,4,6,7,8,9-hexahydrobenzo[g]isoquinolin-2(1H)-yl)-2,2,2-trifluoroethanone (324 mg, 1 mmol) in dioxane (3 mL) and t-BuOH (4 mL) was added a solution of copper(2+) sulfate, pentahydrate (249 mg, 1 mmol) in water (0.5 mL), followed by a solution of (+)-sodium l-ascorbate (198 mg, 1 mmol) in water (0.5 mL). The resulting solution was stirred at room temperature for 16... Starting materials: CC(CO)(C)C (2,2-dimethylpropan-1-ol), [N+](=O)([O-])C1=C(C#N)C(=CC=C1)[N+](=O)[O-] (2,6-dinitrobenzonitrile). The product is C(C(C)(C)C)OC1=C(C#N)C(=CC=C1)[N+](=O)[O-] (2-(neopentyloxy)-6-nitrobenzonitrile). Isolated yield 80.0%. As a reaction SMILES: [CH3:1][C:2]([CH3:6])([CH3:5])[CH2:3][OH:4].[N+:7]([C:10]1[CH:17]=[CH:16][CH:15]=[C:14]([N+]([O-])=O)[C:11]=1[C:12]#[N:13])([O-:9])=[O:8]>>[CH2:3]([O:4][C:14]1[CH:15]=[CH:16][CH:17]=[C:10]([N+:7]([O-:9])=[O:8])[C:11]=1[C:12]#[N:13])[C:2]([CH3:6])([CH3:5])[CH3:1]. Reported procedure: Prepared as in Example 215c from 2,2-dimethylpropan-1-ol and 2,6-dinitrobenzonitrile in 80% yield. MS 235 (MH+).